From a dataset of the Open Reaction Database (ORD), a public repository of structured organic reaction records. describe an organic reaction: reactants, conditions, products, and yield Reactants: BrBr (bromine), FC(C1=NC=2N(C=C1)C=CN2)(F)F (7-Trifluoromethylimidazo[1,2-α]pyrimidine), C(C)(=O)[O-].[Na+] (sodium acetate), [Br-].[K+] (potassium bromide). Solvent: CO (methanol). Product: BrC1=CN=C2N1C=CC(=N2)C(F)(F)F (3-bromo-7-trifluoromethylimidazo[1,2-α]pyrimidine). RXN SMILES: [F:1][C:2]([F:13])([F:12])[C:3]1[CH:8]=[CH:7][N:6]2[CH:9]=[CH:10][N:11]=[C:5]2[N:4]=1.C([O-])(=O)C.[Na+].[Br-:19].[K+].BrBr>CO>[Br:19][C:9]1[N:6]2[CH:7]=[CH:8][C:3]([C:2]([F:12])([F:1])[F:13])=[N:4][C:5]2=[N:11][CH:10]=1 |f:1.2,3.4|. Procedure: 7-Trifluoromethylimidazo[1,2-α]pyrimidine (20. g, 10.7 mmol) and sodium acetate (1.1 mg, 13.4 mmol) were dissolved in methanol (30 ml) which had been saturated with potassium bromide and this mixture was cooled to −10° C. before dropwise addition of bromine (1.86 mg, 11.7 mmol) over 5 min. On complete addition the mixture was quenched by addition of 1M sodium sulfite solution (2 ml) and the solvent removed in vacuo. The residue was treated with water (100 ml) and saturated sodium hydrogencarbona... The reactants are CCC(CC)Nc1cc(C)nc(Oc2c(C)cc(C)cc2C)c1CC(C(=O)OC)C(=O)OC, CC(=O)O. Product: CCC(CC)N1C(=O)C(C(=O)OC)Cc2c1cc(C)nc2Oc1c(C)cc(C)cc1C. RXN SMILES: [CH3:1][O:2][C:3]([CH:4]([C:5]([O:7][CH3:6])=[O:8])[CH2:9][c:10]1[c:11]([O:23][c:24]2[c:25]([CH3:32])[cH:26][c:27]([CH3:31])[cH:28][c:29]2[CH3:30])[n:12][c:13]([CH3:22])[cH:14][c:15]1[NH:16][CH:17]([CH2:18][CH3:19])[CH2:20][CH3:21])=[O:33].[CH3:34][C:35](=[O:36])[OH:37]>>[CH3:1][O:2][C:3]([CH:4]1[C:5](=[O:7])[N:16]([CH:17]([CH2:18][CH3:19])[CH2:20][CH3:21])[c:15]2[c:10]([c:11]([O:23][c:24]3[c:25]([CH3:32])[cH:26][c:27]([CH3:31])[cH:28][c:29]3[CH3:30])[n:12][c:13]([CH3:22])[cH:14]2)[CH2:9]1)=[O:33]. Starting materials: resultant solution, FC1=C(C(=CC=C1)F)N1C(NCC2=C1N=C(N=C2C=2C=C(C(=O)NC1=CC=C(C=C1)F)C=CC2C)S(=O)C)=O (3-[8-(2,6-difluorophenyl)-2-(methylsulfinyl)-7-oxo-5,6,7,8-tetrahydropyrimido[4,5-d]pyrimidin-4-yl]-N-(4-fluorophenyl)-4-methylbenzamide), C(C)(C)N(CC)C(C)C (diisopropyl ethyl amine), CN(CCN)C (N,N-dimethyl-ethylenediamine). The solvent is C(Cl)Cl (CH2Cl2). The product is DCM DCM[90] MeOH[7] NH4OH[3], FC1=C(C(=CC=C1)F)N1C(NCC2=C1N=C(N=C2C=2C=C(C(=O)NC1=CC=C(C=C1)F)C=CC2C)NCCN(C)C)=O (3-(8-(2,6-difluorophenyl)-2-{[2-(dimethylamino)ethyl]amino}-7-oxo-5,6,7,8-tetrahydropyrimido[4,5-d]pyrimidin-4-yl)-N-(4-fluorophenyl)-4-methylbenzamide). Isolated yield 42.1%. Reaction SMILES: [F:1][C:2]1[CH:7]=[CH:6][CH:5]=[C:4]([F:8])[C:3]=1[N:9]1[C:14]2[N:15]=[C:16](S(C)=O)[N:17]=[C:18]([C:19]3[CH:20]=[C:21]([CH:32]=[CH:33][C:34]=3[CH3:35])[C:22]([NH:24][C:25]3[CH:30]=[CH:29][C:28]([F:31])=[CH:27][CH:26]=3)=[O:23])[C:13]=2[CH2:12][NH:11][C:10]1=[O:39].C(N(C(C)C)CC)(C)C.[CH3:49][N:50]([CH3:54])[CH2:51][CH2:52][NH2:53]>C(Cl)Cl>[F:1][C:2]1[CH:7]=[CH:6][CH:5]=[C:4]([F:8])[C:3]=1[N:9]1[C:14]2[N:15]=[C:16]([NH:53][CH2:52][CH2:51][N:50]([CH3:54])[CH3:49])[N:17]=[C:18]([C:19]3[CH:20]=[C:21]([CH:32]=[CH:33][C:34]=3[CH3:35])[C:22]([NH:24][C:25]3[CH:30]=[CH:29][C:28]([F:31])=[CH:27][CH:26]=3)=[O:23])[C:13]=2[CH2:12][NH:11][C:10]1=[O:39]. Procedure: To a solution of 3-[8-(2,6-difluorophenyl)-2-(methylsulfinyl)-7-oxo-5,6,7,8-tetrahydropyrimido[4,5-d]pyrimidin-4-yl]-N-(4-fluorophenyl)-4-methylbenzamide (300 mg, 0.54 mmol) in CH2Cl2 (30 mL) were added diisopropyl ethyl amine (0.2 mL, 1.14 mmol), N,N-dimethyl-ethylenediamine (0.3 mL, 2.7 mmol). The resultant solution was stirred at room temperature over night. The result mixture was concentrated. CombiFlash chromatography (mobile phase DCM/DCM[90]+MeOH[7]+NH4OH[3]) provided the title compound a...